The task is: describe an organic reaction: reactants, conditions, products, and yield. This data is from the Open Reaction Database (ORD), a public repository of structured organic reaction records. Yields the product N1N=CC(=C1)C1=CC=C2C(=NC(=NC2=C1)C1=C(C=CC(=C1)F)O)N[C@@H]1CNCC1 ((S)-2-(7-(1H-Pyrazol-4-yl)-4-(pyrrolidin-3-ylamino)quinazolin-2-yl)-4-fluorophenol). Starting materials: FC=1C=CC(=C(C(=O)Cl)C1)OC (5-fluoro-2-methoxybenzoyl chloride), NC1=C(C#N)C=CC(=C1)Br (2-amino-4-bromobenzonitrile), C(C)(C)(C)OC(=O)N1C[C@H](CCC1)N ((S)-3-amino-piperidine-1-carboxylic acid tert-butyl ester), CC1(OB(OC1(C)C)C=1C=NN(C1)C(=O)OC(C)(C)C)C (tert-butyl 4-(4,4,5,5-tetramethyl-1,3,2-dioxaborolan-2-yl)-1H-pyrazole-1-carboxylate). Procedure: The title compound was prepared from 5-fluoro-2-methoxybenzoyl chloride, 2-amino-4-bromobenzonitrile, (S)-3-amino-piperidine-1-carboxylic acid tert-butyl ester and tert-butyl 4-(4,4,5,5-tetramethyl-1,3,2-dioxaborolan-2-yl)-1H-pyrazole-1-carboxylate using methods analogous to those described in Synthesis 72. RXN SMILES: [F:1][C:2]1[CH:3]=[CH:4][C:5]([O:11]C)=[C:6]([CH:10]=1)[C:7](Cl)=O.[NH2:13][C:14]1[CH:21]=[C:20](Br)[CH:19]=[CH:18][C:15]=1[C:16]#[N:17].C(OC([N:30]1[CH2:35][CH2:34]C[C@H:32]([NH2:36])[CH2:31]1)=O)(C)(C)C.CC1(C)C(C)(C)OB([C:45]2[CH:46]=[N:47][N:48](C(OC(C)(C)C)=O)[CH:49]=2)O1>>[NH:47]1[CH:46]=[C:45]([C:20]2[CH:21]=[C:14]3[C:15]([C:16]([NH:36][C@H:32]4[CH2:34][CH2:35][NH:30][CH2:31]4)=[N:17][C:7]([C:6]4[CH:10]=[C:2]([F:1])[CH:3]=[CH:4][C:5]=4[OH:11])=[N:13]3)=[CH:18][CH:19]=2)[CH:49]=[N:48]1. Starting materials: crystals, CC1(CC2(C(NC(N2)=O)=O)CC(N1C)(C)C)C (7,7,8,9,9-pentamethyl-1,3,8-triazaspiro[4.5]decane-2,4-dione), O1C(COC2=CC=C(C=C2)C(C)(C)C2=CC=C(C=C2)OCC2CO2)C1 (2,2-bis[p-(2,3-epoxypropoxy)phenyl]propane), [OH-].[K+] (potassium hydroxide). Solvent: CO (methanol). Yields the product OC(COC1=CC=C(C=C1)C(C)(C)C1=CC=C(C=C1)OCC(CN1C(NC2(C1=O)CC(N(C(C2)(C)C)C)(C)C)=O)O)CN2C(NC1(C2=O)CC(N(C(C1)(C)C)C)(C)C)=O (2,2-Bis{4-[2-hydroxy-3-(7,7,8,9,9-pentamethyl-2,4-dioxo-1,3,8-triazaspiro[4.5]dec-3-yl)propoxy]phenyl}propane). Reaction SMILES: [CH3:1][C:2]1([CH3:17])[N:13]([CH3:14])[C:12]([CH3:16])([CH3:15])[CH2:11][C:4]2([NH:8][C:7](=[O:9])[NH:6][C:5]2=[O:10])[CH2:3]1.O1[CH2:42][CH:19]1[CH2:20][O:21][C:22]1[CH:27]=[CH:26][C:25]([C:28]([C:31]2[CH:36]=[CH:35][C:34]([O:37][CH2:38][CH:39]3[O:41][CH2:40]3)=[CH:33][CH:32]=2)([CH3:30])[CH3:29])=[CH:24][CH:23]=1.[OH-:43].[K+]>CO>[OH:43][CH:19]([CH2:42][N:6]1[C:5](=[O:10])[C:4]2([CH2:3][C:2]([CH3:1])([CH3:17])[N:13]([CH3:14])[C:12]([CH3:16])([CH3:15])[CH2:11]2)[NH:8][C:7]1=[O:9])[CH2:20][O:21][C:22]1[CH:23]=[CH:24][C:25]([C:28]([C:31]2[CH:36]=[CH:35][C:34]([O:37][CH2:38][CH:39]([OH:41])[CH2:40][N:6]3[C:5](=[O:10])[C:4]4([CH2:3][C:2]([CH3:17])([CH3:1])[N:13]([CH3:14])[C:12]([CH3:16])([CH3:15])[CH2:11]4)[NH:8][C:7]3=[O:9])=[CH:33][CH:32]=2)([CH3:29])[CH3:30])=[CH:26][CH:27]=1 |f:2.3|. Procedure: 26.3 g of 7,7,8,9,9-pentamethyl-1,3,8-triazaspiro[4.5]decane-2,4-dione, 17.0 g of 2,2-bis[p-(2,3-epoxypropoxy)phenyl]propane and 0.5 g of potassium hydroxide were added to 200 ml of methanol, and the mixture was refluxed for 8 hours. After completion of the reaction, the mixture was allowed to cool and the crystals which precipitated were washed with methanol and then recrystallized from benzene to give Compound No. 2 in the form of white crystals melting at 241°-244° C.